Dataset: the Open Reaction Database (ORD), a public repository of structured organic reaction records. Task: describe an organic reaction: reactants, conditions, products, and yield Reactants: COC1=CC=C(C=C1)S(=O)(=O)C(C(C(=O)O)CCSC1=CC=CC=C1)CCCCC1=CC=CC=C1 (3-(4-methoxybenzenesulfonyl)-7-phenyl-2-(2-phenylsulfanyl-ethyl)heptanoic acid), ONC(C(C(CCCCC1=CC=CC=C1)S(=O)(=O)C1=CC=C(C=C1)OC)CCOC1=CC=CC=C1)=O (3-(4-methoxybenzenesulfonyl)-7-phenyl-2-(2-phenoxyethyl)heptanoic acid hydroxyamide). Yields the product ONC([C@H]([C@@H](CCCCC1=CC=CC=C1)S(=O)(=O)C1=CC=C(C=C1)OC)CCSC1=CC=CC=C1)=O ((±)-(2R*,3R*)-3-(4-Methoxybenzenesulfonyl)-7-phenyl-2-(2-phenylsulfanylethyl)heptanoic acid hydroxyamide), COC1=CC=C(C=C1)S(=O)(=O)C(C(C(=O)O)CCSC1=CC=CC=C1)CCCCC1=CC=CC=C1 (3-(4-methoxybenzenesulfonyl)-7-phenyl-2-(2-phenylsulfanylethyl)heptanoic acid), ONC(C(C(CCCCC1=CC=CC=C1)S(=O)(=O)C1=CC=C(C=C1)OC)CCSC1=CC=CC=C1)=O (3-(4-methoxybenzenesulfonyl)-7-phenyl-2-(2-phenylsulfanylethyl)heptanoic acid hydroxyamide). Isolated yield 79.0%. Reaction SMILES: [OH:1][NH:2]C(=O)C(CCOC1C=CC=CC=1)C(S(C1C=CC(OC)=CC=1)(=O)=O)CCCCC1C=CC=CC=1.[CH3:37][O:38][C:39]1[CH:44]=[CH:43][C:42]([S:45]([CH:48]([CH2:62][CH2:63][CH2:64][CH2:65][C:66]2[CH:71]=[CH:70][CH:69]=[CH:68][CH:67]=2)[CH:49]([CH2:53][CH2:54][S:55][C:56]2[CH:61]=[CH:60][CH:59]=[CH:58][CH:57]=2)[C:50]([OH:52])=[O:51])(=[O:47])=[O:46])=[CH:41][CH:40]=1>>[OH:1][NH:2][C:50](=[O:51])[C@@H:49]([CH2:53][CH2:54][S:55][C:56]1[CH:61]=[CH:60][CH:59]=[CH:58][CH:57]=1)[C@H:48]([S:45]([C:42]1[CH:43]=[CH:44][C:39]([O:38][CH3:37])=[CH:40][CH:41]=1)(=[O:47])=[O:46])[CH2:62][CH2:63][CH2:64][CH2:65][C:66]1[CH:71]=[CH:70][CH:69]=[CH:68][CH:67]=1.[CH3:37][O:38][C:39]1[CH:40]=[CH:41][C:42]([S:45]([CH:48]([CH2:62][CH2:63][CH2:64][CH2:65][C:66]2[CH:67]=[CH:68][CH:69]=[CH:70][CH:71]=2)[CH:49]([CH2:53][CH2:54][S:55][C:56]2[CH:57]=[CH:58][CH:59]=[CH:60][CH:61]=2)[C:50]([OH:52])=[O:51])(=[O:47])=[O:46])=[CH:43][CH:44]=1.[OH:1][NH:2][C:50](=[O:51])[CH:49]([CH2:53][CH2:54][S:55][C:56]1[CH:61]=[CH:60][CH:59]=[CH:58][CH:57]=1)[CH:48]([S:45]([C:42]1[CH:43]=[CH:44][C:39]([O:38][CH3:37])=[CH:40][CH:41]=1)(=[O:47])=[O:46])[CH2:62][CH2:63][CH2:64][CH2:65][C:66]1[CH:71]=[CH:70][CH:69]=[CH:68][CH:67]=1. Procedure details: The titled compound is prepared according to the method used in the preparation of (±)-(2R*, R*)-3-(4-methoxybenzenesulfonyl)-7-phenyl-2-(2-phenoxyethyl)heptanoic acid hydroxyamide, except using (±)-(2R*, 3R*)-3-(4-methoxybenzenesulfonyl)-7-phenyl-2-(2-phenylsulfanyl-ethyl)heptanoic acid as the starting material. From (±)-(2R*, 3R*)-3-(4-methoxybenzenesulfonyl)-7-phenyl-2-(2-phenylsulfanylethyl)heptanoic acid (0.64 g, 1.2 mmol) provides (±)-(2R*, 3R*)-3-(4-methoxybenzenesulfonyl)-7-phenyl-2-(2-p... The reactants are CC1(OC(C(C(O1)=O)=C(CCCCCCCCCCCCCCC)O)=O)C (2,2-Dimethyl-5-(1-hydroxyhexadecylidene)-1,3-dioxane-4,6-dione), C(C)(C)(C)O (tert-butyl alcohol). Solvent: C1=CC=CC=C1 (benzene). The product is O=C(CC(=O)OC(C)(C)C)CCCCCCCCCCCCCCC (tert-butyl 3-oxooctadecanoate). The yield is 99.8%. Reaction SMILES: [CH3:1][C:2]1([CH3:27])[O:7][C:6](=[O:8])[C:5](=[C:9]([OH:25])[CH2:10][CH2:11][CH2:12][CH2:13][CH2:14][CH2:15][CH2:16][CH2:17][CH2:18][CH2:19][CH2:20][CH2:21][CH2:22][CH2:23][CH3:24])C(=O)O1.[C:28](O)(C)(C)C>C1C=CC=CC=1>[O:25]=[C:9]([CH2:10][CH2:11][CH2:12][CH2:13][CH2:14][CH2:15][CH2:16][CH2:17][CH2:18][CH2:19][CH2:20][CH2:21][CH2:22][CH2:23][CH3:24])[CH2:5][C:6]([O:7][C:2]([CH3:1])([CH3:27])[CH3:28])=[O:8]. Procedure: 2,2-Dimethyl-5-(1-hydroxyhexadecylidene)-1,3-dioxane-4,6-dione (200 g) and tert-butyl alcohol (170 g) were refluxed in benzene (1 l) for 4 hours. Evaporation of the solvent gave crude tert-butyl 3-oxooctadecanoate (185 g) as an oil.